From a dataset of the Open Reaction Database (ORD), a public repository of structured organic reaction records. describe an organic reaction: reactants, conditions, products, and yield The reactants are C1CCNC1, [Cl-], ClCCl, CN(C)C=O, Cc1cc2c(cc1N(C)CC(C)C)N=C(c1cccc(-n3nncc3CO)c1)CC(=O)N2, O=S(Cl)Cl. Yields the product Cc1cc2c(cc1N(C)CC(C)C)N=C(c1cccc(-n3nncc3CN3CCCC3)c1)CC(=O)N2. RXN SMILES: [CH2:38]1[CH2:39][CH2:40][NH:41][CH2:42]1.[Cl-:37].[Cl:43][CH2:44][Cl:45].[O:46]=[CH:47][N:48]([CH3:49])[CH3:50].[OH:1][CH2:2][c:3]1[cH:4][n:5][n:6][n:7]1-[c:8]1[cH:9][c:10]([C:14]2=[N:15][c:16]3[c:17]([cH:22][c:23]([CH3:32])[c:24]([N:26]([CH3:27])[CH2:28][CH:29]([CH3:30])[CH3:31])[cH:25]3)[NH:18][C:19](=[O:21])[CH2:20]2)[cH:11][cH:12][cH:13]1.[S:33]([Cl:34])([Cl:35])=[O:36]>>[CH2:2]([c:3]1[cH:4][n:5][n:6][n:7]1-[c:8]1[cH:9][c:10]([C:14]2=[N:15][c:16]3[c:17]([cH:22][c:23]([CH3:32])[c:24]([N:26]([CH3:27])[CH2:28][CH:29]([CH3:30])[CH3:31])[cH:25]3)[NH:18][C:19](=[O:21])[CH2:20]2)[cH:11][cH:12][cH:13]1)[N:41]1[CH2:40][CH2:39][CH2:38][CH2:42]1. The reactants are [N+](=O)([O-])C1=C(C=CC=C1)B(O)O (2-Nitrophenyl boronic acid), C([O-])([O-])=O.[Na+].[Na+] (sodium carbonate), Br.NC=1SC(=CN1)Br (2-amino-5-bromothiazole monohydrobromide), C1(=CC=CC=C1)C (toluene). Solvent: C(Cl)Cl (CH2Cl2), O (water), C(C)O (ethanol). Conditions: temperature 90 celsius, time 18 hour. Yields the product [N+](=O)([O-])C1=C(C=CC=C1)C1=CN=C(S1)N (5-(2-nitro-phenyl)-thiazol-2-ylamine). Isolated yield 2.5%. Reaction SMILES: Br.[NH2:2][C:3]1[S:4][C:5](Br)=[CH:6][N:7]=1.C1(C)C=CC=CC=1.[N+:16]([C:19]1[CH:24]=[CH:23][CH:22]=[CH:21][C:20]=1B(O)O)([O-:18])=[O:17].C(=O)([O-])[O-].[Na+].[Na+]>C(Cl)Cl.O.C(O)C>[N+:16]([C:19]1[CH:24]=[CH:23][CH:22]=[CH:21][C:20]=1[C:5]1[S:4][C:3]([NH2:2])=[N:7][CH:6]=1)([O-:18])=[O:17] |f:0.1,4.5.6|. Reported procedure: In a typical run, 2-amino-5-bromothiazole monohydrobromide (Aldrich, 5.00 g, 0.0192 mol) was mixed with 40 mL of toluene, 40 mL of ethanol, and 20 mL of water. 2-Nitrophenyl boronic acid (3.2 g, 0.0192 mol) was added, along with 2.35 g of [1,1′-bis(diphenylphosphino)ferrocene]dichloro-palladium(II) complex with CH2Cl2 (1:1) and 6.10 g of anhydrous sodium carbonate. The reaction mixture was stirred at 90° C. for 18 hours. It was then cooled to room temperature and concentrated. The resulting resi... Reactants: BrCC(=O)C1=CC=C(C=C1)C[C@@H](CCO)NC(OC(C)(C)C)=O (1,1-dimethylethyl ((1S)-1-{[4-(bromoacetyl)phenyl]methyl}-3-hydroxypropyl)carbamate), NC1=NC=CC=C1C(C)O (1-(2-amino-3-pyridinyl)ethanol), C([O-])(O)=O.[Na+] (sodium bicarbonate). The solvent is C(C)(C)O (isopropanol). The product is OCC[C@H](CC1=CC=C(C=C1)C=1N=C2N(C=CC=C2C(C)O)C1)NC(OC(C)(C)C)=O (1,1-Dimethylethyl [(1S)-3-hydroxy-1-({4-[8-(1-hydroxyethyl)imidazo[1,2-a]pyridin-2-yl]phenyl}methyl)propyl]carbamate). Reaction SMILES: Br[CH2:2][C:3]([C:5]1[CH:10]=[CH:9][C:8]([CH2:11][C@H:12]([NH:16][C:17](=[O:23])[O:18][C:19]([CH3:22])([CH3:21])[CH3:20])[CH2:13][CH2:14][OH:15])=[CH:7][CH:6]=1)=O.[NH2:24][C:25]1[C:30]([CH:31]([OH:33])[CH3:32])=[CH:29][CH:28]=[CH:27][N:26]=1.C(=O)(O)[O-].[Na+]>C(O)(C)C>[OH:15][CH2:14][CH2:13][C@@H:12]([NH:16][C:17](=[O:23])[O:18][C:19]([CH3:22])([CH3:21])[CH3:20])[CH2:11][C:8]1[CH:9]=[CH:10][C:5]([C:3]2[N:24]=[C:25]3[C:30]([CH:31]([OH:33])[CH3:32])=[CH:29][CH:28]=[CH:27][N:26]3[CH:2]=2)=[CH:6][CH:7]=1 |f:2.3|. Procedure: A mixture of 1,1-dimethylethyl ((1S)-1-{[4-(bromoacetyl)phenyl]methyl}-3-hydroxypropyl)carbamate (1.00 g, 2.59 mmol), 1-(2-amino-3-pyridinyl)ethanol (0.358 g, 2.59 mmol), and solid sodium bicarbonate (0.272 g, 3.24 mmol) in isopropanol (25 mL) was heated at reflux for 3.5 h. and concentrated in vacuo. The residue was dissolved in ethyl acetate, washed with water and brine, dried (Na2SO4), and concentrated. The resulting pale yellow solid was used in the next reaction without further purification... Starting materials: ClCCCS(=O)(=O)Cl (3-Chloropropanesulfonyl chloride), C(Cl)Cl (methylene chloride), C(C)(C)N (isopropylamine). Run at time 2 hour. Product: ClCCCS(=O)(=O)N(CC)C (3-chloropropanesulfonyl methylethylamine). Yield: 89.0%. Reaction SMILES: [Cl:1][CH2:2][CH2:3][CH2:4][S:5](Cl)(=[O:7])=[O:6].[CH:9]([NH2:12])(C)[CH3:10].[CH2:13](Cl)Cl>>[Cl:1][CH2:2][CH2:3][CH2:4][S:5]([N:12]([CH3:13])[CH2:9][CH3:10])(=[O:7])=[O:6]. Procedure details: 3-Chloropropanesulfonyl chloride (2.54 g) is dissolved in methylene chloride and isopropylamine (1.90 g) is added dropwise under ice cooling. After stirring at room temperature for 2 hours, the solution is extracted with methylene chloride and water to give crude 3-chloropropanesulfonyl methylethylamine (2.54 g, 89%) as pale yellow liquid.